From a dataset of the Open Reaction Database (ORD), a public repository of structured organic reaction records. describe an organic reaction: reactants, conditions, products, and yield Reactants: NC(=O)CC=1C=C(OC(C(=O)OCC)(C)C)C=CC1 (ethyl 2-(3-aminocarbonylmethylphenoxy)-2-methylpropionate). Solvent: O1CCCC1 (tetrahydrofuran), O1CCCC1 (tetrahydrofuran). Reaction conditions: temperature 50 celsius, time 1 hour. Product: NCCC=1C=C(OC(C(=O)OCC)(C)C)C=CC1 (Ethyl 2-[3-(2-Aminoethyl)phenoxy]-2-methylpropionate). As a reaction SMILES: [NH2:1][C:2]([CH2:4][C:5]1[CH:6]=[C:7]([CH:17]=[CH:18][CH:19]=1)[O:8][C:9]([CH3:16])([CH3:15])[C:10]([O:12][CH2:13][CH3:14])=[O:11])=O>O1CCCC1>[NH2:1][CH2:2][CH2:4][C:5]1[CH:6]=[C:7]([CH:17]=[CH:18][CH:19]=1)[O:8][C:9]([CH3:16])([CH3:15])[C:10]([O:12][CH2:13][CH3:14])=[O:11]. Procedure details: Under nitrogen atmosphere, ethyl 2-(3-aminocarbonylmethylphenoxy)-2-methylpropionate (507 mg, 1.91 mmol) was dissolved in tetrahydrofuran. Subsequently, borane-tetrahydrofuran complex in tetrahydrofuran solution [1M BH3-THF in THF (19.1 mL, 19.1 mmol)] was added thereto, and the mixture was stirred for one hour at 50° C. The reaction mixture was concentrated under reduced pressure, followed by addition of 1M hydrochloric acid at 0° C. and stirring at room temperature. The resultant mixture was m...